From a dataset of the Open Reaction Database (ORD), a public repository of structured organic reaction records. describe an organic reaction: reactants, conditions, products, and yield Reactants: CC(C)(C)OC(=O)CBr, CC1CN(C2CCCCC2c2ccccc2)CCN1, CC#N, CCN(C(C)C)C(C)C. The product is CC1CN(C2CCCCC2c2ccccc2)CCN1CC(=O)OC(C)(C)C. Reaction SMILES: [Br:20][CH2:21][C:22](=[O:23])[O:24][C:25]([CH3:26])([CH3:27])[CH3:28].[CH3:1][CH:2]1[CH2:3][N:4]([CH:8]2[CH:9]([c:14]3[cH:15][cH:16][cH:17][cH:18][cH:19]3)[CH2:10][CH2:11][CH2:12][CH2:13]2)[CH2:5][CH2:6][NH:7]1.[CH3:38][C:39]#[N:40].[CH:29]([N:30]([CH:31]([CH3:32])[CH3:33])[CH2:34][CH3:35])([CH3:36])[CH3:37]>>[CH3:1][CH:2]1[CH2:3][N:4]([CH:8]2[CH:9]([c:14]3[cH:15][cH:16][cH:17][cH:18][cH:19]3)[CH2:10][CH2:11][CH2:12][CH2:13]2)[CH2:5][CH2:6][N:7]1[CH2:21][C:22](=[O:23])[O:24][C:25]([CH3:26])([CH3:27])[CH3:28]. The reactants are COC1=C(CN)C=CC(=C1)OC (2,4-dimethoxybenzylamine), BrCCCCC1(C2=CC=CC=C2C=2C=CC=CC12)C(=O)Cl (9-(4-bromo-butyl)-9H-fluorene-9-carboxylic acid chloride). Product: COC1=C(CNC(=O)C2(C3=CC=CC=C3C=3C=CC=CC23)CCCCBr)C=CC(=C1)OC (9-(4-bromo-butyl)-9H-fluorene-9-carboxylic acid-2,4-dimethoxy-benzylamide). As a reaction SMILES: [CH3:1][O:2][C:3]1[CH:10]=[C:9]([O:11][CH3:12])[CH:8]=[CH:7][C:4]=1[CH2:5][NH2:6].[Br:13][CH2:14][CH2:15][CH2:16][CH2:17][C:18]1([C:31](Cl)=[O:32])[C:30]2[CH:29]=[CH:28][CH:27]=[CH:26][C:25]=2[C:24]2[C:19]1=[CH:20][CH:21]=[CH:22][CH:23]=2>>[CH3:1][O:2][C:3]1[CH:10]=[C:9]([O:11][CH3:12])[CH:8]=[CH:7][C:4]=1[CH2:5][NH:6][C:31]([C:18]1([CH2:17][CH2:16][CH2:15][CH2:14][Br:13])[C:30]2[CH:29]=[CH:28][CH:27]=[CH:26][C:25]=2[C:24]2[C:19]1=[CH:20][CH:21]=[CH:22][CH:23]=2)=[O:32]. Reported procedure: Prepared analogously to Example 1 from 2,4-dimethoxybenzylamine and 9-(4-bromo-butyl)-9H-fluorene-9-carboxylic acid chloride. Reactants: CN1CCNCC1, CN1CCCC1=O, N#Cc1n[nH]c2nc(F)ccc12, O. Product: CN1CCN(c2ccc3c(C#N)n[nH]c3n2)CC1. Reaction SMILES: [CH3:13][N:14]1[CH2:15][CH2:16][NH:17][CH2:18][CH2:19]1.[CH3:21][N:22]1[CH2:23][CH2:24][CH2:25][C:26]1=[O:27].[F:1][c:2]1[cH:3][cH:4][c:5]2[c:6]([n:7]1)[nH:8][n:9][c:10]2[C:11]#[N:12].[OH2:20]>>[c:2]1([N:17]2[CH2:16][CH2:15][N:14]([CH3:13])[CH2:19][CH2:18]2)[cH:3][cH:4][c:5]2[c:6]([n:7]1)[nH:8][n:9][c:10]2[C:11]#[N:12].